Dataset: the Open Reaction Database (ORD), a public repository of structured organic reaction records. Task: describe an organic reaction: reactants, conditions, products, and yield The reactants are CS(C)=O, CCN(C(C)C)C(C)C, Fc1ccc(-c2csc(C3CCNCC3)n2)cc1, O, O=C(Nc1cnccn1)OCC(Cl)(Cl)Cl. Yields the product O=C(Nc1cnccn1)N1CCC(c2nc(-c3ccc(F)cc3)cs2)CC1. Reaction SMILES: [CH3:44][S:45]([CH3:46])=[O:47].[CH:34]([N:35]([CH:36]([CH3:37])[CH3:38])[CH2:39][CH3:40])([CH3:41])[CH3:42].[F:16][c:17]1[cH:18][cH:19][c:20](-[c:23]2[n:24][c:25]([CH:28]3[CH2:29][CH2:30][NH:31][CH2:32][CH2:33]3)[s:26][cH:27]2)[cH:21][cH:22]1.[OH2:43].[n:1]1[c:2]([NH:7][C:8]([O:9][CH2:10][C:11]([Cl:12])([Cl:13])[Cl:14])=[O:15])[cH:3][n:4][cH:5][cH:6]1>>[n:1]1[c:2]([NH:7][C:8](=[O:15])[N:31]2[CH2:30][CH2:29][CH:28]([c:25]3[n:24][c:23](-[c:20]4[cH:19][cH:18][c:17]([F:16])[cH:22][cH:21]4)[cH:27][s:26]3)[CH2:33][CH2:32]2)[cH:3][n:4][cH:5][cH:6]1.